This data is from the Open Reaction Database (ORD), a public repository of structured organic reaction records. The task is: describe an organic reaction: reactants, conditions, products, and yield Starting materials: C1(CCCCC1)N(C(NC=1SC(=CN1)SC(C(=O)O)(C)C)=O)C1CCCCC1 (2-[2-(3,3-dicyclohexyl-ureido)-thiazol-5-ylsulfanyl]-2-methyl-propionic acid), BrC(C(=O)OCC)C (ethyl 2-bromoproprionate). The product is C1(CCCCC1)N(C(NC=1SC(=CN1)SC(C(=O)O)C)=O)C1CCCCC1 (2-[2-(3,3-Dicyclohexyl-ureido)-thiazol-5-ylsulfanyl]-propionic acid). As a reaction SMILES: [CH:1]1([N:7]([CH:23]2[CH2:28][CH2:27][CH2:26][CH2:25][CH2:24]2)[C:8](=[O:22])[NH:9][C:10]2[S:11][C:12]([S:15][C:16](C)([CH3:20])[C:17]([OH:19])=[O:18])=[CH:13][N:14]=2)[CH2:6][CH2:5][CH2:4][CH2:3][CH2:2]1.BrC(C)C(OCC)=O>>[CH:23]1([N:7]([CH:1]2[CH2:6][CH2:5][CH2:4][CH2:3][CH2:2]2)[C:8](=[O:22])[NH:9][C:10]2[S:11][C:12]([S:15][CH:16]([CH3:20])[C:17]([OH:19])=[O:18])=[CH:13][N:14]=2)[CH2:24][CH2:25][CH2:26][CH2:27][CH2:28]1. Procedure: The title compound was prepared in a similar manner to 2-[2-(3,3-dicyclohexyl-ureido)-thiazol-5-ylsulfanyl]-2-methyl-propionic acid using ethyl 2-bromoproprionate as the alkylating agent. Reactants: C[Zn]C, COc1cc(C)c(C(=O)c2c(OC)ncc(Br)c2C(F)(F)F)c(OC)c1OC, C1CCOC1, O, c1ccc(P(c2ccccc2)(c2ccccc2)[Pd](P(c2ccccc2)(c2ccccc2)c2ccccc2)(P(c2ccccc2)(c2ccccc2)c2ccccc2)P(c2ccccc2)(c2ccccc2)c2ccccc2)cc1. Product: COc1cc(C)c(C(=O)c2c(OC)ncc(C)c2C(F)(F)F)c(OC)c1OC. RXN SMILES: [CH3:1][Zn:2][CH3:3].[CH3:4][O:5][c:6]1[c:7]([C:8](=[O:9])[c:10]2[c:11]([O:21][CH3:22])[n:12][cH:13][c:14]([Br:20])[c:15]2[C:16]([F:17])([F:18])[F:19])[c:23]([CH3:31])[cH:24][c:25]([O:29][CH3:30])[c:26]1[O:27][CH3:28].[O:33]1[CH2:34][CH2:35][CH2:36][CH2:37]1.[OH2:32].[cH:38]1[cH:39][cH:40][c:41]([P:42]([Pd:43]([P:44]([c:45]2[cH:46][cH:47][cH:48][cH:49][cH:50]2)([c:51]2[cH:52][cH:53][cH:54][cH:55][cH:56]2)[c:57]2[cH:58][cH:59][cH:60][cH:61][cH:62]2)([P:63]([c:64]2[cH:65][cH:66][cH:67][cH:68][cH:69]2)([c:70]2[cH:71][cH:72][cH:73][cH:74][cH:75]2)[c:76]2[cH:77][cH:78][cH:79][cH:80][cH:81]2)[P:82]([c:83]2[cH:84][cH:85][cH:86][cH:87][cH:88]2)([c:89]2[cH:90][cH:91][cH:92][cH:93][cH:94]2)[c:95]2[cH:96][cH:97][cH:98][cH:99][cH:100]2)([c:101]2[cH:102][cH:103][cH:104][cH:105][cH:106]2)[c:107]2[cH:108][cH:109][cH:110][cH:111][cH:112]2)[cH:113][cH:114]1>>[CH3:1][c:14]1[cH:13][n:12][c:11]([O:21][CH3:22])[c:10]([C:8]([c:7]2[c:6]([O:5][CH3:4])[c:26]([O:27][CH3:28])[c:25]([O:29][CH3:30])[cH:24][c:23]2[CH3:31])=[O:9])[c:15]1[C:16]([F:17])([F:18])[F:19]. Reactants: Cc1nc(-c2ccc(Cl)cc2)sc1CCl, [I-], [Na+], C1CCOC1, c1ccc(P(c2ccccc2)c2ccccc2)cc1. Yields the product [I-], Cc1nc(-c2ccc(Cl)cc2)sc1C[P+](c1ccccc1)(c1ccccc1)c1ccccc1. RXN SMILES: [Cl:22][CH2:23][c:24]1[c:25]([CH3:36])[n:26][c:27](-[c:29]2[cH:30][cH:31][c:32]([Cl:35])[cH:33][cH:34]2)[s:28]1.[I-:21].[Na+:20].[O:37]1[CH2:38][CH2:39][CH2:40][CH2:41]1.[c:1]1([P:7]([c:8]2[cH:9][cH:10][cH:11][cH:12][cH:13]2)[c:14]2[cH:15][cH:16][cH:17][cH:18][cH:19]2)[cH:2][cH:3][cH:4][cH:5][cH:6]1>>[I-:21].[c:1]1([P+:7]([c:8]2[cH:9][cH:10][cH:11][cH:12][cH:13]2)([c:14]2[cH:15][cH:16][cH:17][cH:18][cH:19]2)[CH2:23][c:24]2[c:25]([CH3:36])[n:26][c:27](-[c:29]3[cH:30][cH:31][c:32]([Cl:35])[cH:33][cH:34]3)[s:28]2)[cH:2][cH:3][cH:4][cH:5][cH:6]1. Reactants: O1CCNC(CC1)=O (1,4-oxazepan-5-one), (CH3)3O BF4−, C(Cl)Cl (DCM), O (water). Product: COC1=NCCOCC1 (5-methoxy-2,3,6,7-tetrahydro-1,4-oxazepine). As a reaction SMILES: [O:1]1[CH2:7][CH2:6][C:5](=[O:8])[NH:4][CH2:3][CH2:2]1.O.[CH2:10](Cl)Cl>>[CH3:10][O:8][C:5]1[CH2:6][CH2:7][O:1][CH2:2][CH2:3][N:4]=1. Procedure: A solution of 1,4-oxazepan-5-one (1 g, 8.7 mmol) and (CH3)3O+BF4− (1.9 g, 12.8 mmol) in DCM (30 mL) was stirred at room temperature for 20 h. The reaction mixture was then poured into water (60 mL) and extracted with DCM (2×50 mL). The combined organic layers were washed with brine, dried over anhydrous sodium sulfate. After filtration and concentration, the crude product was used for the next step without further purification. Starting materials: B(Br)(Br)Br (Boron tribromide), COCC1=NC=CC(=N1)N1CCCCC1 (2-methoxymethyl-4-piperidinopyrimidine), [OH-].[Na+] (NaOH). The solvent is ClCCl (dichloromethane). The product is OCC1=NC=CC(=N1)N1CCCCC1 (2-hydroxymethyl-4-piperidino-pyrimidine). The yield is 89.0%. As a reaction SMILES: B(Br)(Br)Br.C[O:6][CH2:7][C:8]1[N:13]=[C:12]([N:14]2[CH2:19][CH2:18][CH2:17][CH2:16][CH2:15]2)[CH:11]=[CH:10][N:9]=1.[OH-].[Na+]>ClCCl>[OH:6][CH2:7][C:8]1[N:13]=[C:12]([N:14]2[CH2:19][CH2:18][CH2:17][CH2:16][CH2:15]2)[CH:11]=[CH:10][N:9]=1 |f:2.3|. Procedure details: Boron tribromide (6.1 ml) was added dropwise to a stirred solution of 2-methoxymethyl-4-piperidinopyrimidine (3.35 g) in dichloromethane (60 ml) at 0°-5° under nitrogen. After a further 30 minutes the mixture was poured onto ice, the pH raised to 13 (NaOH) and extracted with chloroform. The combined extracts were dried (K2CO3) and the volume reduced. Ether was added to give 2-hydroxymethyl-4-piperidino-pyrimidine (2.78 g) as a crystalline solid, m.p. 92°-3°. The reactants are Intermediate 6, COC(C[C@@H]1COC2=C1C=CC(=C2)O[C@@H]2CCC1=C(C=CC(=C21)F)O)=O ({(S)-6-[(R)-7-fluoro-4-hydroxy-indan-1-yloxy]-2,3-dihydro-benzofuran-3-yl}-acetic acid methyl ester), CN(C1(NC=CC=C1)B(O)O)C (2-dimethylamino-pyridineboronic acid). The product is CN(C1=NC=C(C=C1)OC1=C2CC[C@H](C2=CC=C1)OC1=CC2=C([C@@H](CO2)CC(=O)O)C=C1)C ({(S)-6-[(R)-4-(2-dimethylamino-pyrid-5-yloxy)-indan-1-yloxy]-2,3-dihydro-benzofuran-3-yl}-acetic acid), methyl ester. As a reaction SMILES: C[O:2][C:3](=[O:26])[CH2:4][C@H:5]1[C:9]2[CH:10]=[CH:11][C:12]([O:14][C@H:15]3[C:23]4[C:18](=[C:19]([OH:25])[CH:20]=[CH:21][C:22]=4F)[CH2:17][CH2:16]3)=[CH:13][C:8]=2[O:7][CH2:6]1.[CH3:27][N:28]([CH3:38])[C:29]1(B(O)O)[CH:34]=[CH:33][CH:32]=[CH:31][NH:30]1>>[CH3:27][N:28]([CH3:38])[C:29]1[CH:34]=[CH:33][C:32]([O:25][C:19]2[CH:20]=[CH:21][CH:22]=[C:23]3[C:18]=2[CH2:17][CH2:16][C@H:15]3[O:14][C:12]2[CH:11]=[CH:10][C:9]3[C@H:5]([CH2:4][C:3]([OH:26])=[O:2])[CH2:6][O:7][C:8]=3[CH:13]=2)=[CH:31][N:30]=1. Procedure: The methyl ester of the title compound is prepared from {(S)-6-[(R)-7-fluoro-4-hydroxy-indan-1-yloxy]-2,3-dihydro-benzofuran-3-yl}-acetic acid methyl ester and 2-dimethylamino-pyridineboronic acid following a procedure analogous to that described for Intermediate 6. The title compound is obtained after saponification of the methyl ester as described for Example 1. LC (method 2): tR=0.91 min; Mass spectrum (ESI+): m/z=465 [M+H]+. Starting materials: ClC1=NC=C(C(=N1)Cl)F (2,4-dichloro-5-fluoropyrimidine), FC1=C(C=C(N)C=C1)C (4-fluoro-3-methylaniline). Product: ClC1=NC=C(C(=N1)NC1=CC(=C(C=C1)F)C)F (2-chloro-5-fluoro-N4-(4-fluoro-3-methylphenyl)-4-pyrimidineamine). As a reaction SMILES: [Cl:1][C:2]1[N:7]=[C:6](Cl)[C:5]([F:9])=[CH:4][N:3]=1.[F:10][C:11]1[CH:17]=[CH:16][C:14]([NH2:15])=[CH:13][C:12]=1[CH3:18]>>[Cl:1][C:2]1[N:7]=[C:6]([NH:15][C:14]2[CH:16]=[CH:17][C:11]([F:10])=[C:12]([CH3:18])[CH:13]=2)[C:5]([F:9])=[CH:4][N:3]=1. Procedure: In a like manner to the preparation of 2-chloro-N4-(3,4-ethylenedioxyphenyl)-5-fluoro-4-pyrimidineamine, 2,4-dichloro-5-fluoropyrimidine and 4-fluoro-3-methylaniline were reacted to provide 2-chloro-5-fluoro-N4-(4-fluoro-3-methylphenyl)-4-pyrimidineamine. 1H NMR (CDCl3): δ 8.06 (d, 1H, J=2.4 Hz), 7.48–7.43 (m, 1H), 7.39 (dd, 1H, J=2.7 and 6.3 Hz), 7.03 (t, 1H, J=9.0 Hz), 6.84 (bs, 1H), 2.30 (d, 1H, J=1.8 Hz); 19F NMR (282 MHz, CDCl3): −34285, −44676; LCMS: purity: 95%; MS (m/e): 257 (MH+). The reactants are FC1=C(C=CC(=C1)F)[C@@]1(O[C@H]1C)CN1N=CN=C1 ((2R,3S)-2-(2,4-Difluorophenyl)-3-methyl-2-(1H-1,2,4-triazol-1-yl)methyloxirane), N1(N=NC=C1)CC1=CC=C(C=C1)N1C(NN=C1)=O (4-[4-(1H-1,2,3-triazol-1-ylmethyl)phenyl]-3(2H,4H)-1,2,4-triazolone). The product is FC1=C(C=CC(=C1)F)[C@]([C@@H](C)N1N=CN(C1=O)C1=CC=C(C=C1)CN1N=NC=C1)(CN1N=CN=C1)O (2-[(1R,2R)-2-(2,4-difluorophenyl)-2-hydroxy-1-methyl-3-(1H-1,2,4-triazol-1-yl)propyl]-4-[4-(1H-1,2,3-triazol-1-ylmethyl)-phenyl]-3(2H,4H)-1,2,4-triazolone). Reaction SMILES: [F:1][C:2]1[CH:7]=[C:6]([F:8])[CH:5]=[CH:4][C:3]=1[C@@:9]1([CH2:13][N:14]2[CH:18]=[N:17][CH:16]=[N:15]2)[C@H:11]([CH3:12])[O:10]1.[N:19]1([CH2:24][C:25]2[CH:30]=[CH:29][C:28]([N:31]3[CH:35]=[N:34][NH:33][C:32]3=[O:36])=[CH:27][CH:26]=2)[CH:23]=[CH:22][N:21]=[N:20]1>>[F:1][C:2]1[CH:7]=[C:6]([F:8])[CH:5]=[CH:4][C:3]=1[C@@:9]([OH:10])([CH2:13][N:14]1[CH:18]=[N:17][CH:16]=[N:15]1)[C@H:11]([N:33]1[C:32](=[O:36])[N:31]([C:28]2[CH:29]=[CH:30][C:25]([CH2:24][N:19]3[CH:23]=[CH:22][N:21]=[N:20]3)=[CH:26][CH:27]=2)[CH:35]=[N:34]1)[CH3:12]. Procedure details: (2R,3S)-2-(2,4-Difluorophenyl)-3-methyl-2-(1H-1,2,4-triazol-1-yl)methyloxirane was reacted with 4-[4-(1H-1,2,3-triazol-1-ylmethyl)phenyl]-3(2H,4H)-1,2,4-triazolone in the same manner as in Working Example 2 to give 2-[(1R,2R)-2-(2,4-difluorophenyl)-2-hydroxy-1-methyl-3-(1H-1,2,4-triazol-1-yl)propyl]-4-[4-(1H-1,2,3-triazol-1-ylmethyl)-phenyl]-3(2H,4H)-1,2,4-triazolone (Compound 29).